Dataset: the Open Reaction Database (ORD), a public repository of structured organic reaction records. Task: describe an organic reaction: reactants, conditions, products, and yield The reactants are CC(C)(C)CN1Cc2c(cc(Cl)c3[nH]ncc23)CC(CC(=O)N2CCC(N3Cc4ccccc4NC3=O)CC2)C1=O, O=C1Nc2ccccc2CN1C1CCNCC1. Product: CC(C)(C)CN1Cc2c(ccc3[nH]ncc23)CC(CC(=O)N2CCC(N3Cc4ccccc4NC3=O)CC2)C1=O. RXN SMILES: [Cl:18][c:19]1[cH:20][c:21]2[c:22]([c:23]3[cH:24][n:25][nH:26][c:27]13)[CH2:28][N:29]([CH2:54][C:55]([CH3:56])([CH3:57])[CH3:58])[C:30](=[O:53])[CH:31]([CH2:33][C:34]([N:35]1[CH2:36][CH2:37][CH:38]([N:41]3[C:42](=[O:51])[NH:43][c:44]4[cH:45][cH:46][cH:47][cH:48][c:49]4[CH2:50]3)[CH2:39][CH2:40]1)=[O:52])[CH2:32]2.[O:1]=[C:2]1[N:3]([CH:4]2[CH2:5][CH2:6][NH:7][CH2:8][CH2:9]2)[CH2:10][c:11]2[c:12]([cH:13][cH:14][cH:15][cH:16]2)[NH:17]1>>[cH:19]1[cH:20][c:21]2[c:22]([c:23]3[cH:24][n:25][nH:26][c:27]13)[CH2:28][N:29]([CH2:54][C:55]([CH3:56])([CH3:57])[CH3:58])[C:30](=[O:53])[CH:31]([CH2:33][C:34]([N:35]1[CH2:36][CH2:37][CH:38]([N:41]3[C:42](=[O:51])[NH:43][c:44]4[cH:45][cH:46][cH:47][cH:48][c:49]4[CH2:50]3)[CH2:39][CH2:40]1)=[O:52])[CH2:32]2. Reactants: ClC1=CC(N(C(N1CCC)=O)C)=O (6-chloro-3-methyl-1-propyl-pyrimidine-2,4(1H,3H)-dione), O.[SH-].[Na+] (sodium hydrosulphide hydrate). The solvent is C(C)O (ethanol). Reaction conditions: time 48 hour. The product is SC1=CC(N(C(N1CCC)=O)C)=O (6-Mercapto-3-methyl-1-propyl-pyrimidine-2,4(1H,3H)-dione). Reaction SMILES: Cl[C:2]1[N:7]([CH2:8][CH2:9][CH3:10])[C:6](=[O:11])[N:5]([CH3:12])[C:4](=[O:13])[CH:3]=1.O.[SH-:15].[Na+]>C(O)C>[SH:15][C:2]1[N:7]([CH2:8][CH2:9][CH3:10])[C:6](=[O:11])[N:5]([CH3:12])[C:4](=[O:13])[CH:3]=1 |f:1.2.3|. Reported procedure: A mixture of 6-chloro-3-methyl-1-propyl-pyrimidine-2,4(1H,3H)-dione (3.76 g), sodium hydrosulphide hydrate (6 g) and ethanol (100 ml) was stirred at room temperature for 48 hours then concentrated in vacuo. The residue was dissolved in water (500 ml) and washed with ethyl acetate (2×100 ml). The aqueous phase was acidified with dilute hydrochloric acid, then extracted with ethyl acetate (3×100 ml). The combined organic phase was dried (MgSO4) and evaporated to leave a pale yellow solid which was...